Dataset: the Open Reaction Database (ORD), a public repository of structured organic reaction records. Task: describe an organic reaction: reactants, conditions, products, and yield Reactants: C(C)(C)NC(C)C (diisopropylamine), C(CCC)[Li] (n-butyl lithium), COCCN1C(NC(C=C1)=O)=S (1-(2-methoxyethyl)-2-thioxo-2,3-dihydropyrimidin-4(1H)-one), II (iodine). The solvent is [Cl-].[NH4+] (ammonium chloride), C1CCOC1 (THF), C1CCOC1 (THF), C1CCOC1 (THF). Reaction conditions: temperature -20 celsius, time 20 hour. Product: IC1=CC(NC(N1CCOC)=S)=O (6-Iodo-1-(2-methoxyethyl)-2-thioxo-2,3-dihydropyrimidin-4(1H)-one). The yield is 108.0%. As a reaction SMILES: C(NC(C)C)(C)C.C([Li])CCC.[CH3:13][O:14][CH2:15][CH2:16][N:17]1[CH:22]=[CH:21][C:20](=[O:23])[NH:19][C:18]1=[S:24].[I:25]I>C1COCC1.[Cl-].[NH4+]>[I:25][C:22]1[N:17]([CH2:16][CH2:15][O:14][CH3:13])[C:18](=[S:24])[NH:19][C:20](=[O:23])[CH:21]=1 |f:5.6|. Reported procedure: To a stirring solution of diisopropylamine (8.3 mL, 59.10 mmol) in THF (50 mL) was added n-butyl lithium (2N in hexanes, 30.0 mL, 60.0 mmol) dropwise at −78° C. under argon. The reaction mixture was slowly warmed to −20° C. and then cooled to −78° C. A solution of 1-(2-methoxyethyl)-2-thioxo-2,3-dihydropyrimidin-4(1H)-one (5.0 g, 26.85 mmol) in THF (50 mL) was added dropwise at −78° C. The reaction mixture was slowly warmed to −10° C. over 1 hour and then cooled to −78° C. A solution of iodine (... Starting materials: ClC1=CC=C(C(=O)NCC(=O)C=2SC=CC2)C=C1 (N-(4-chlorobenzoyl)-N-[(2-thienylcarbonyl)methyl]amine), [H-].[Na+] (sodium hydride), BrCC(=O)OCC (ethyl bromoacetate). Yields the product ClC1=CC=C(C(=O)NC(CC(=O)OCC)C(=O)C=2SC=CC2)C=C1 (ethyl 3-(4-chlorobenzoylamino)-3-(2-thienylcarbonyl)propionate). The yield is 65.9%. Reaction SMILES: [Cl:1][C:2]1[CH:18]=[CH:17][C:5]([C:6]([NH:8][CH2:9][C:10]([C:12]2[S:13][CH:14]=[CH:15][CH:16]=2)=[O:11])=[O:7])=[CH:4][CH:3]=1.[H-].[Na+].Br[CH2:22][C:23]([O:25][CH2:26][CH3:27])=[O:24]>>[Cl:1][C:2]1[CH:18]=[CH:17][C:5]([C:6]([NH:8][CH:9]([C:10]([C:12]2[S:13][CH:14]=[CH:15][CH:16]=2)=[O:11])[CH2:22][C:23]([O:25][CH2:26][CH3:27])=[O:24])=[O:7])=[CH:4][CH:3]=1 |f:1.2|. Procedure details: 5 g of N-(4-chlorobenzoyl)-N-[(2-thienylcarbonyl)methyl]amine, 1.03 g of 50% sodium hydride and 2.98 g of ethyl bromoacetate are treated in the same manner as described in Preparation 1-(4). 4.3 g of ethyl 3-(4-chlorobenzoylamino)-3-(2-thienylcarbonyl)propionate are thereby obtained.